Dataset: the Open Reaction Database (ORD), a public repository of structured organic reaction records. Task: describe an organic reaction: reactants, conditions, products, and yield Starting materials: C(C)(C)(C)OC(=O)N1CCC(CC1)C(N(C)OC)=O (4-(methoxy-methyl-carbamoyl)-piperidine-1-carboxylic acid tert-butyl ester), solution, C(C)(C)[N-]C(C)C.[Li+] (lithium diisopropylamide), BrC1=CSC=C1C (3-bromo-4-methylthiophene). The solvent is O1CCCC1 (tetrahydrofuran). Reaction conditions: temperature -78 celsius, time 1 hour. Product: C(C)(C)(C)OC(=O)N1CCC(CC1)C(=O)C=1SC=C(C1Br)C (4-[1-(3-bromo-4-methyl-thiophen-2-yl)-methanoyl]-piperidine-1-carboxylic acid tert-butyl ester). The yield is 89.7%. RXN SMILES: C([N-]C(C)C)(C)C.[Li+].[Br:9][C:10]1[C:14]([CH3:15])=[CH:13][S:12][CH:11]=1.[C:16]([O:20][C:21]([N:23]1[CH2:28][CH2:27][CH:26]([C:29](=[O:34])N(OC)C)[CH2:25][CH2:24]1)=[O:22])([CH3:19])([CH3:18])[CH3:17]>O1CCCC1>[C:16]([O:20][C:21]([N:23]1[CH2:28][CH2:27][CH:26]([C:29]([C:11]2[S:12][CH:13]=[C:14]([CH3:15])[C:10]=2[Br:9])=[O:34])[CH2:25][CH2:24]1)=[O:22])([CH3:19])([CH3:18])[CH3:17] |f:0.1|. Procedure: Under inert conditions, add a 2.0 M solution (in tetrahydrofuran/n-heptane) of lithium diisopropylamide (29.65 mmol, 14.83 mL, 1.05 equivalents) to a cold (−78° C.) solution of 3-bromo-4-methylthiophene (28.24 mmol, 5.00 g, 1.00 equivalents) in dry tetrahydrofuran (27.33 mL). Stir at −78° C. for 1 hour and add a solution of 4-(methoxy-methyl-carbamoyl)-piperidine-1-carboxylic acid tert-butyl ester (28.24 mmol, 7.69 g, 1.00 equivalents), dropwise. Continue stirring at −78 ° C. for 3 hours. Quench... Starting materials: COC(=O)C1=CC2=C(C(CO2)(CC2=CC=CC3=CC=CC=C23)C)C=C1 (3-Methyl-3-naphthalen-1-ylmethyl-2,3-dihydro-benzofuran-6-carboxylic acid methyl ester), [OH-].[Na+] (sodium hydroxide), C(C)O (ethanol), Cl (hydrochloric acid). Solvent: O1CCCC1 (tetrahydrofuran), O (water). Conditions: time 12 hour. The product is CC1(COC2=C1C=CC(=C2)C(=O)O)CC2=CC=CC1=CC=CC=C21 (3-Methyl-3-naphthalen-1-ylmethyl-2,3-dihydro-benzofuran-6-carboxylic acid). Reaction SMILES: C[O:2][C:3]([C:5]1[CH:25]=[CH:24][C:8]2[C:9]([CH3:23])([CH2:12][C:13]3[C:22]4[C:17](=[CH:18][CH:19]=[CH:20][CH:21]=4)[CH:16]=[CH:15][CH:14]=3)[CH2:10][O:11][C:7]=2[CH:6]=1)=[O:4].[OH-].[Na+].C(O)C.Cl>O1CCCC1.O>[CH3:23][C:9]1([CH2:12][C:13]2[C:22]3[C:17](=[CH:18][CH:19]=[CH:20][CH:21]=3)[CH:16]=[CH:15][CH:14]=2)[C:8]2[CH:24]=[CH:25][C:5]([C:3]([OH:4])=[O:2])=[CH:6][C:7]=2[O:11][CH2:10]1 |f:1.2|. Procedure details: A mixture of 3-Methyl-3-naphthalen-1-ylmethyl-2,3-dihydro-benzofuran-6-carboxylic acid methyl ester (150 mg, 0.45 mmol), sodium hydroxide (150 mg, 3.75 mmol), ethanol (5 ml) and water (1 ml) in tetrahydrofuran (5 ml), was stirred for 12 h at room temperature. The reaction medium was acidified by adding a 1.2 M hydrochloric acid solution and extracted with ethyl acetate. The organic phase was washed with water, dried (Na2SO4), and concentrated in a rotary evaporator. The product was obtained as a...